Task: describe an organic reaction: reactants, conditions, products, and yield. Dataset: the Open Reaction Database (ORD), a public repository of structured organic reaction records Reactants: C(C)(=O)OC(OCC)OCC (diethoxymethyl acetate), C(C1=CC=CC=C1)OC1=CC=C2C(=C(C=NC2=C1)N)NCCOC1=CC=CC=C1 (7-benzyloxy-N4-(2-phenoxyethyl)quinoline-3,4-diamine). Solvent: C1(=CC=CC=C1)C (toluene). Product: C(C1=CC=CC=C1)OC=1C=CC=2C3=C(C=NC2C1)N=CN3CCOC3=CC=CC=C3 (7-benzyloxy-1-(2-phenoxyethyl)-1H-imidazo[4,5-c]quinoline). The yield is 101.1%. RXN SMILES: [C:1](OC(OCC)OCC)(=O)C.[CH2:12]([O:19][C:20]1[CH:29]=[C:28]2[C:23]([C:24]([NH:31][CH2:32][CH2:33][O:34][C:35]3[CH:40]=[CH:39][CH:38]=[CH:37][CH:36]=3)=[C:25]([NH2:30])[CH:26]=[N:27]2)=[CH:22][CH:21]=1)[C:13]1[CH:18]=[CH:17][CH:16]=[CH:15][CH:14]=1>C1(C)C=CC=CC=1>[CH2:12]([O:19][C:20]1[CH:21]=[CH:22][C:23]2[C:24]3[N:31]([CH2:32][CH2:33][O:34][C:35]4[CH:40]=[CH:39][CH:38]=[CH:37][CH:36]=4)[CH:1]=[N:30][C:25]=3[CH:26]=[N:27][C:28]=2[CH:29]=1)[C:13]1[CH:14]=[CH:15][CH:16]=[CH:17][CH:18]=1. Procedure details: Under a nitrogen atmosphere, diethoxymethyl acetate (3.0 mL, 18 mmol) was added dropwise to a solution of 7-benzyloxy-N4-(2-phenoxyethyl)quinoline-3,4-diamine (3.0 g, 7.8 mmol) in toluene (30 mL), and the reaction was heated at reflux for three hours. The reaction mixture was concentrated under reduced pressure until a small volume of solvent remained. Hexanes were added, and the resulting mixture was cooled for 20 minutes in a refrigerator. A precipitate formed which was isolated by filtration,... Reactants: CC(C)Br, O=C([O-])[O-], COC(=O)C1(NC(=O)c2cccc(C)c2O)CCSCC1, [Cs+], [Cs+], CN(C)C=O. The product is COC(=O)C1(NC(=O)c2cccc(C)c2OC(C)C)CCSCC1. Reaction SMILES: [Br:28][CH:29]([CH3:30])[CH3:31].[C:22](=[O:23])([O-:24])[O-:25].[CH3:1][O:2][C:3](=[O:4])[C:5]1([NH:11][C:12]([c:13]2[c:14]([OH:20])[c:15]([CH3:19])[cH:16][cH:17][cH:18]2)=[O:21])[CH2:6][CH2:7][S:8][CH2:9][CH2:10]1.[Cs+:26].[Cs+:27].[O:32]=[CH:33][N:34]([CH3:35])[CH3:36]>>[CH3:1][O:2][C:3](=[O:4])[C:5]1([NH:11][C:12]([c:13]2[c:14]([O:20][CH:29]([CH3:30])[CH3:31])[c:15]([CH3:19])[cH:16][cH:17][cH:18]2)=[O:21])[CH2:6][CH2:7][S:8][CH2:9][CH2:10]1. Reactants: C([O-])([O-])=O.[K+].[K+] (potassium carbonate), BrC=1C=C(C(N(C1)C)=O)NC1=NC=C(C=C1)N1CC(C1)O (5-Bromo-3-(5-(3-hydroxyazetidin-1-yl)pyridin-2-ylamino)-1-methylpyridin-2(1H)-one), C(C)(=O)OCC1=C(C=CC=C1B1OC(C(O1)(C)C)(C)C)N1C(C2=CC=C(C=C2C1)C(C)(C)C)=O (2-(5-tert-Butyl-1-oxoisoindolin-2-yl)-6-(4,4,5,5-tetramethyl-1,3,2-dioxaborolan-2-yl)benzyl Acetate), C([O-])([O-])=O.[Na+].[Na+] (sodium carbonate). Reagents/catalysts: C=1C=CC(=CC1)[P](C=2C=CC=CC2)(C=3C=CC=CC3)[Pd]([P](C=4C=CC=CC4)(C=5C=CC=CC5)C=6C=CC=CC6)([P](C=7C=CC=CC7)(C=8C=CC=CC8)C=9C=CC=CC9)[P](C=1C=CC=CC1)(C=1C=CC=CC1)C=1C=CC=CC1 (Tetrakis(triphenylphosphine)palladium). The solvent is O (water), O1CCOCC1 (1,4-dioxane). Reaction conditions: temperature 100 celsius, time 2 hour. Product: C(C)(C)(C)C=1C=C2CN(C(C2=CC1)=O)C1=C(C(=CC=C1)C1=CN(C(C(=C1)NC1=NC=C(C=C1)N1CC(C1)O)=O)C)CO (5-tert-Butyl-2-(3-(5-(5-(3-hydroxyazetidin-1-yl)pyridin-2-ylamino)-1-methyl-6-oxo-1,6-dihydropyridin-3-yl)-2-(hydroxymethyl)phenyl)isoindolin-1-one). Isolated yield 21.0%. RXN SMILES: Br[C:2]1[CH:3]=[C:4]([NH:10][C:11]2[CH:16]=[CH:15][C:14]([N:17]3[CH2:20][CH:19]([OH:21])[CH2:18]3)=[CH:13][N:12]=2)[C:5](=[O:9])[N:6]([CH3:8])[CH:7]=1.C([O:25][CH2:26][C:27]1[C:32](B2OC(C)(C)C(C)(C)O2)=[CH:31][CH:30]=[CH:29][C:28]=1[N:42]1[CH2:50][C:49]2[C:44](=[CH:45][CH:46]=[C:47]([C:51]([CH3:54])([CH3:53])[CH3:52])[CH:48]=2)[C:43]1=[O:55])(=O)C.C(=O)([O-])[O-].[Na+].[Na+].C(=O)([O-])[O-].[K+].[K+]>C1C=CC([P]([Pd]([P](C2C=CC=CC=2)(C2C=CC=CC=2)C2C=CC=CC=2)([P](C2C=CC=CC=2)(C2C=CC=CC=2)C2C=CC=CC=2)[P](C2C=CC=CC=2)(C2C=CC=CC=2)C2C=CC=CC=2)(C2C=CC=CC=2)C2C=CC=CC=2)=CC=1.O.O1CCOCC1>[C:51]([C:47]1[CH:48]=[C:49]2[C:44](=[CH:45][CH:46]=1)[C:43](=[O:55])[N:42]([C:28]1[CH:29]=[CH:30][CH:31]=[C:32]([C:2]3[CH:3]=[C:4]([NH:10][C:11]4[CH:16]=[CH:15][C:14]([N:17]5[CH2:20][CH:19]([OH:21])[CH2:18]5)=[CH:13][N:12]=4)[C:5](=[O:9])[N:6]([CH3:8])[CH:7]=3)[C:27]=1[CH2:26][OH:25])[CH2:50]2)([CH3:54])([CH3:52])[CH3:53] |f:2.3.4,5.6.7,^1:71,73,92,111|. Reported procedure: A 100-mL single-neck round-bottomed flask equipped with a magnetic stirrer and reflux condenser was purged with nitrogen and charged with 120c (215 mg, 0.613 mmol), 103f (340 mg, 0.735 mmol), sodium carbonate (195 mg, 1.84 mmol), 1,4-dioxane (8 mL) and water (2 mL). This mixture was degassed with nitrogen for 30 min. Tetrakis(triphenylphosphine)palladium (71 mg, 0.061 mmol) was added. After heating at 100° C. for 3 h, the reaction mixture was cooled to room temperature and partitioned between wa... Starting materials: C(C=C)N(C1CCN(CC1)C(=O)OC(C)(C)C)C1=C(C(=CC(=C1)Cl)C(NCC=1C(NC(=CC1C)C)=O)=O)C (tert-butyl 4-(allyl (5-chloro-3-(((4,6-dimethyl-2-oxo-1,2-dihydropyridin-3-yl)methyl)carbamoyl)-2-methylphenyl)amino)piperidine-1-carboxylate), C(=O)(C(F)(F)F)O (TFA). Solvent: C(Cl)Cl (DCM). Reaction conditions: time 18 hour. Yields the product C(C=C)N(C=1C(=C(C(=O)NCC=2C(NC(=CC2C)C)=O)C=C(C1)Cl)C)C1CCNCC1 (3-(allyl(piperidin-4-yl)amino)-5-chloro-N-((4,6-dimethyl-2-oxo-1,2-dihydropyridin-3-yl)methyl)-2-methylbenzamide), C(=O)(C(F)(F)F)O (TFA). Isolated yield 37.0%. As a reaction SMILES: [CH2:1]([N:4]([C:18]1[CH:23]=[C:22]([Cl:24])[CH:21]=[C:20]([C:25](=[O:37])[NH:26][CH2:27][C:28]2[C:29](=[O:36])[NH:30][C:31]([CH3:35])=[CH:32][C:33]=2[CH3:34])[C:19]=1[CH3:38])[CH:5]1[CH2:10][CH2:9][N:8](C(OC(C)(C)C)=O)[CH2:7][CH2:6]1)[CH:2]=[CH2:3].[C:39]([OH:45])([C:41]([F:44])([F:43])[F:42])=[O:40]>C(Cl)Cl>[CH2:1]([N:4]([CH:5]1[CH2:10][CH2:9][NH:8][CH2:7][CH2:6]1)[C:18]1[C:19]([CH3:38])=[C:20]([CH:21]=[C:22]([Cl:24])[CH:23]=1)[C:25]([NH:26][CH2:27][C:28]1[C:29](=[O:36])[NH:30][C:31]([CH3:35])=[CH:32][C:33]=1[CH3:34])=[O:37])[CH:2]=[CH2:3].[C:39]([OH:45])([C:41]([F:44])([F:43])[F:42])=[O:40]. Procedure details: A stirred solution of compound tert-butyl 4-(allyl (5-chloro-3-(((4,6-dimethyl-2-oxo-1,2-dihydropyridin-3-yl)methyl)carbamoyl)-2-methylphenyl)amino)piperidine-1-carboxylate (0.2 g, 0.36 mmol) in DCM (5 mL) was cooled to 0° C. and TFA (0.5 mL) was added. The mixture was stirred at room temperature for 18 h. and concentrated to dryness. The residue was washed with diethyl ether and then purified by preparative HPLC to afford the title compound as TFA salt (0.06 g, 37%). LCMS: 443.25 (M+1)+; HPLC: ... The reagents and catalysts are O.C(C)(=O)[O-].[Cu+2].C(C)(=O)[O-] (copper acetate monohydrate), C(C)(=O)[O-].[Pd+2].C(C)(=O)[O-] (palladium acetate). Reactants: C1=CC2=C(C3=C(C=CC=N3)C=C2)N=C1.O (o-phenanthroline monohydrate), C(C=1C(C(=O)OC)=CC=CC1)(=O)OC (dimethyl phthalate). Procedure details: Into a 300 ml-round bottom flask equipped with a refluxed condenser, a thermometer, a stirrer and a gas-blowing tube were charged 100 ml (119 g.) of dimethyl phthalate, 180 mg. of palladium acetate, 48 mg. of copper acetate monohydrate and 159 mg. of o-phenanthroline monohydrate, and they were heated at 220° C. in an oil bath for 8 hours, while bubbling air at a rate of 300 ml/min under stirring at approx. 500 rpm, to perform dimerization of dimethyl phthalate so as to produce tetramethyl biphen... The product is C1(=C(C(=C(C(=C1)C(=O)OC)C(=O)OC)C(=O)OC)C(=O)OC)C1=CC=CC=C1 (tetramethyl biphenyltetracarboxylate). RXN SMILES: C1C=N[C:4]2[C:5]3N=CC=C[C:6]=3[CH:11]=[CH:12][C:3]=2C=1.[OH2:15].[C:16]([O:28][CH3:29])(=[O:27])[C:17]1[C:18](=[CH:23][CH:24]=[CH:25][CH:26]=1)[C:19]([O:21][CH3:22])=[O:20]>C([O-])(=O)C.[Pd+2].C([O-])(=O)C.O.C([O-])(=O)C.[Cu+2].C([O-])(=O)C>[C:25]1([C:3]2[CH:12]=[CH:11][CH:6]=[CH:5][CH:4]=2)[CH:26]=[C:17]([C:16]([O:28][CH3:29])=[O:27])[C:18]([C:19]([O:21][CH3:22])=[O:20])=[C:23]([C:16]([O:28][CH3:29])=[O:15])[C:24]=1[C:19]([O:21][CH3:22])=[O:20] |f:0.1,3.4.5,6.7.8.9|.